This data is from the Open Reaction Database (ORD), a public repository of structured organic reaction records. The task is: describe an organic reaction: reactants, conditions, products, and yield The reactants are C(C)OC(=CC1=CC=CC=C1)O[Si](C)(C)C (β-ethoxy-β-trimethylsiloxystyrene), FOC(F)(F)F (trifluoromethyl hypofluorite). The solvent is C(F)(Cl)(Cl)Cl (CFCl3). Product: FC(C(=O)OCC)C1=CC=CC=C1 (ethyl α-fluorobenzeneacetate). The yield is 76.4%. RXN SMILES: [CH2:1]([O:3][C:4]([O:12][Si](C)(C)C)=[CH:5][C:6]1[CH:11]=[CH:10][CH:9]=[CH:8][CH:7]=1)[CH3:2].[F:17]OC(F)(F)F>C(Cl)(Cl)(Cl)F>[F:17][CH:5]([C:6]1[CH:11]=[CH:10][CH:9]=[CH:8][CH:7]=1)[C:4]([O:3][CH2:1][CH3:2])=[O:12]. Procedure: A solution of 21.28 g (0.09 mol) of β-ethoxy-β-trimethylsiloxystyrene (from above) in 200 ml of CFCl3 was cooled to -70° C. and 9.4 g (0.09 mol) of trifluoromethyl hypofluorite were passed into the solution over a period of 3 hours. The reaction mixture was warmed to room temperature and then distilled to give 12.52 g (77% yield) of ethyl α-fluorobenzeneacetate as a colorless liquid: bp 96°-98° C. (4.8 mm); 19F NMR (CFCl3) δ-180.1 ppm (d,J=48 Hz); 1H NMR (CFCl3) δ 1.10 ppm (t,J=7 Hz, 2H), 4.10 p... Starting materials: CSc1cc2c(c(Cl)c1Cl)C(=O)C(C)(C1CCCC1)C2, [Cl-], N, [NH4+], [Na]. The product is CC1(C2CCCC2)Cc2cc(S)c(Cl)c(Cl)c2C1=O. Reaction SMILES: [CH:1]1([C:6]2([CH3:20])[C:7](=[O:19])[c:8]3[c:9]([Cl:18])[c:10]([Cl:17])[c:11]([S:15][CH3:16])[cH:12][c:13]3[CH2:14]2)[CH2:2][CH2:3][CH2:4][CH2:5]1.[Cl-:22].[NH3:24].[NH4+:23].[Na:21]>>[CH:1]1([C:6]2([CH3:20])[C:7](=[O:19])[c:8]3[c:9]([Cl:18])[c:10]([Cl:17])[c:11]([SH:15])[cH:12][c:13]3[CH2:14]2)[CH2:2][CH2:3][CH2:4][CH2:5]1. Reactants: Cc1ccccc1, COc1ccc(C(=O)O)cc1OC1CCCC1, O=S(Cl)Cl. Yields the product COc1ccc(C(=O)Cl)cc1OC1CCCC1. Reaction SMILES: [CH3:22][c:23]1[cH:24][cH:25][cH:26][cH:27][cH:28]1.[CH:5]1([O:10][c:11]2[cH:12][c:13]([C:14](=[O:15])[OH:16])[cH:17][cH:18][c:19]2[O:20][CH3:21])[CH2:6][CH2:7][CH2:8][CH2:9]1.[S:1]([Cl:2])([Cl:3])=[O:4]>>[Cl:3][C:14]([c:13]1[cH:12][c:11]([O:10][CH:5]2[CH2:6][CH2:7][CH2:8][CH2:9]2)[c:19]([O:20][CH3:21])[cH:18][cH:17]1)=[O:15]. The reactants are CO, COC(=O)c1ccc(CN(C)C)c(OC)c1, Cl, [Na+], [OH-]. Yields the product COc1cc(C(=O)O)ccc1CN(C)C. RXN SMILES: [CH3:18][OH:19].[CH3:1][N:2]([CH3:3])[CH2:4][c:5]1[c:6]([O:15][CH3:16])[cH:7][c:8]([C:9](=[O:10])[O:11][CH3:12])[cH:13][cH:14]1.[ClH:17].[Na+:21].[OH-:20]>>[CH3:1][N:2]([CH3:3])[CH2:4][c:5]1[c:6]([O:15][CH3:16])[cH:7][c:8]([C:9](=[O:10])[OH:11])[cH:13][cH:14]1. Starting materials: NC=1C(N(C(N(C1N)C)=O)C)=O (5,6-diamino-1,3-dimethyluracil), BrC=1C=C(C=CC(=O)O)C=CC1OC (3-bromo-4-methoxycinnamic acid). Yields the product BrC=1C=C(/C=C/C2=NC=3N(C(N(C)C(C3N2)=O)=O)C)C=CC1OC ((E)-8-(3-Bromo-4 -methoxystyryl)theophylline). The yield is 43.3%. RXN SMILES: [NH2:1][C:2]1[C:3](=[O:12])[N:4]([CH3:11])[C:5](=[O:10])[N:6]([CH3:9])[C:7]=1[NH2:8].[Br:13][C:14]1[CH:15]=[C:16]([CH:22]=[CH:23][C:24]=1[O:25][CH3:26])[CH:17]=[CH:18][C:19](O)=O>>[Br:13][C:14]1[CH:15]=[C:16]([CH:22]=[CH:23][C:24]=1[O:25][CH3:26])/[CH:17]=[CH:18]/[C:19]1[NH:1][C:2]2[C:3](=[O:12])[N:4]([CH3:11])[C:5](=[O:10])[N:6]([CH3:9])[C:7]=2[N:8]=1. Procedure details: Substantially the same procedure as in Example 7 was repeated using 2.00 g (11.8 mmol) of 5,6-diamino-1,3-dimethyluracil and 3.32 g (12.9 retool) of 3-bromo-4-methoxycinnamic acid. Then, the resultant crude crystals were recrystallized from dimethylformamide to give 2.00 g (yield 43%) of Compound 120 as a pale yellow powder. Reactants: [BH4-], CC(=O)c1cccc(-c2cc(C(F)(F)F)cc3ncn(-c4ccccc4)c23)c1, CCO, [Na+]. The product is CC(O)c1cccc(-c2cc(C(F)(F)F)cc3ncn(-c4ccccc4)c23)c1. RXN SMILES: [BH4-:29].[C:1]([CH3:2])(=[O:3])[c:4]1[cH:5][c:6](-[c:10]2[cH:11][c:12]([C:25]([F:26])([F:27])[F:28])[cH:13][c:14]3[c:15]2[n:16](-[c:19]2[cH:20][cH:21][cH:22][cH:23][cH:24]2)[cH:17][n:18]3)[cH:7][cH:8][cH:9]1.[CH3:31][CH2:32][OH:33].[Na+:30]>>[CH:1]([CH3:2])([OH:3])[c:4]1[cH:5][c:6](-[c:10]2[cH:11][c:12]([C:25]([F:26])([F:27])[F:28])[cH:13][c:14]3[c:15]2[n:16](-[c:19]2[cH:20][cH:21][cH:22][cH:23][cH:24]2)[cH:17][n:18]3)[cH:7][cH:8][cH:9]1.